From a dataset of the Open Reaction Database (ORD), a public repository of structured organic reaction records. describe an organic reaction: reactants, conditions, products, and yield Starting materials: [NH4+].[Cl-] (NH4Cl), C1(=CC=CC=C1)C (toluene), C1(=CC=CC=C1)C (toluene), COC(=O)[C@H]1N(CC[C@H]1CN1CCOCC1)[C@@H](C)C1=CC=CC=C1 ((2S,3S)-3-morpholin-4-ylmethyl-1-((S)-1-phenyl-ethyl)-pyrrolidine-2-carboxylic acid methyl ester), C1(=CC=CC=C1)C (toluene), [NH4+].[Cl-] (NH4Cl), C (methane), C1(=CC=CC=C1)C (toluene), C1(=CC=CC=C1)C (toluene). The product is N1(CCOCC1)C[C@H]1[C@H](N(CC1)[C@@H](C)C1=CC=CC=C1)C(=O)N ((2S,3S)-3-Morpholin-4-ylmethyl-1-((S)-1-phenyl-ethyl)-pyrrolidine-2-carboxylic acid amide). Solvent: C[Al](C)C (trimethylaluminum), C[Al](C)C (Trimethylaluminum). Reported procedure: Trimethylaluminum in toluene (2 M, 2.89 mmol) was added dropwise to a mixture of NH4Cl (2.89 mmol) in toluene (3 mL) at 0° C. with the formation of methane gas. The reaction mixture was allowed to warm to rt, stirred for a further 15 min and then slowly treated with a solution of (2S,3S)-3-morpholin-4-ylmethyl-1-((S)-1-phenyl-ethyl)-pyrrolidine-2-carboxylic acid methyl ester (Stage 37.3) (1.444 mmol) in toluene (9 mL). Additional reagent prepared from NH4Cl (2.89 mmol) in toluene (2 mL) and trim... As a reaction SMILES: [NH4+:1].[Cl-].[CH4:3].C[O:5][C:6]([C@@H:8]1[C@H:12]([CH2:13][N:14]2[CH2:19][CH2:18][O:17][CH2:16][CH2:15]2)[CH2:11][CH2:10][N:9]1[C@H](C1C=CC=CC=1)C)=O.[C:28]1([CH3:34])[CH:33]=[CH:32][CH:31]=[CH:30][CH:29]=1>C[Al](C)C>[N:14]1([CH2:13][C@@H:12]2[CH2:11][CH2:10][N:9]([C@H:34]([C:28]3[CH:33]=[CH:32][CH:31]=[CH:30][CH:29]=3)[CH3:3])[C@@H:8]2[C:6]([NH2:1])=[O:5])[CH2:19][CH2:18][O:17][CH2:16][CH2:15]1 |f:0.1|. Reaction conditions: time 15 minute. Starting materials: C1(=CC=CC=C1)S(=O)(=O)C(CCCN1CC(CCC1)O)(C)C (1-(4-benzenesulfonyl-4-methylpentyl)-3-hydroxypiperidine), C(CC)I (n-propyl iodide), hydrochloride salt. Yields the product C1(=CC=CC=C1)S(=O)(=O)C(CCCN1CC(CCC1)OCCC)(C)C (1-(4-Benzenesulfonyl-4-methylpentyl)-3-(1-propoxy)piperidine). RXN SMILES: [C:1]1([S:7]([C:10]([CH3:22])([CH3:21])[CH2:11][CH2:12][CH2:13][N:14]2[CH2:19][CH2:18][CH2:17][CH:16]([OH:20])[CH2:15]2)(=[O:9])=[O:8])[CH:6]=[CH:5][CH:4]=[CH:3][CH:2]=1.[CH2:23](I)[CH2:24][CH3:25]>>[C:1]1([S:7]([C:10]([CH3:22])([CH3:21])[CH2:11][CH2:12][CH2:13][N:14]2[CH2:19][CH2:18][CH2:17][CH:16]([O:20][CH2:23][CH2:24][CH3:25])[CH2:15]2)(=[O:8])=[O:9])[CH:2]=[CH:3][CH:4]=[CH:5][CH:6]=1. Procedure: The title compound was prepared from 1-(4-benzenesulfonyl-4-methylpentyl)-3-hydroxypiperidine and n-propyl iodide. NMR of hydrochloride salt: